From a dataset of the Open Reaction Database (ORD), a public repository of structured organic reaction records. describe an organic reaction: reactants, conditions, products, and yield Reactants: N=1C=C(N2C3=C(NC4=C(C21)C=CC=C4)N=CC=C3)C3=CC=C(C=C3)C3(CCC3)NC(OC(C)(C)C)=O (tert-butyl {1-[4-(9H-imidazo[1,2-d]pyrido[2,3-b][1,4]benzodiazepin-3-yl)phenyl]cyclobutyl}carbamate), C1(=CC=CC=C1)B(O)O (phenylboronic acid). Yields the product C1(=CC=CC=C1)C1=CN=C2N1C1=C(NC3=C2C=CC=C3)N=CC=C1 (3-phenyl-9H-imidazo[1,2-d]pyrido[2,3-b][1,4]benzodiazepine). RXN SMILES: [N:1]1[CH:2]=[C:3]([C:19]2[CH:24]=[CH:23][C:22](C3(NC(=O)OC(C)(C)C)CCC3)=[CH:21][CH:20]=2)[N:4]2[C:10]=1[C:9]1[CH:11]=[CH:12][CH:13]=[CH:14][C:8]=1[NH:7][C:6]1[N:15]=[CH:16][CH:17]=[CH:18][C:5]2=1.C1(B(O)O)C=CC=CC=1>>[C:19]1([C:3]2[N:4]3[C:5]4[CH:18]=[CH:17][CH:16]=[N:15][C:6]=4[NH:7][C:8]4[CH:14]=[CH:13][CH:12]=[CH:11][C:9]=4[C:10]3=[N:1][CH:2]=2)[CH:20]=[CH:21][CH:22]=[CH:23][CH:24]=1. Procedure: The title compound was synthesized according to the procedure described in the synthesis of tert-butyl {1-[4-(9H-imidazo[1,2-d]pyrido[2,3-b][1,4]benzodiazepin-3-yl)phenyl]cyclobutyl}carbamate (above) using phenylboronic acid instead of tert-butyl {1-[4-(4,4,5,5-tetramethyl-1,3,2-dioxaborolan-2-yl)phenyl]cyclobutyl}carbamate. 1HNMR (DMSO-d6) 400 MHz δ: 8.58 (br s, 1H), 8.14 (dd, J=4.6, 1.7 Hz, 1H), 7.92-7.86 (m, 1H), 7.45 (s, 1H), 7.40-7.26 (m, 5H), 7.18-7.13 (m, 2H), 7.10-7.05 (m, 1H), 7.00-6.95...